Dataset: the Open Reaction Database (ORD), a public repository of structured organic reaction records. Task: describe an organic reaction: reactants, conditions, products, and yield Reactants: ClC(Cl)(Cl)Cl, CS(=O)c1ccc(C2=CC(=O)C(C)(C)O2)cc1, ClC(Cl)Cl, O=C(OI(OC(=O)C(F)(F)F)c1ccccc1)C(F)(F)F, I. Product: CS(=O)c1ccc(C2=C(I)C(=O)C(C)(C)O2)cc1. As a reaction SMILES: [C:40]([Cl:41])([Cl:42])([Cl:43])[Cl:44].[CH3:1][C:2]1([CH3:17])[O:3][C:4]([c:8]2[cH:9][cH:10][c:11]([S:14](=[O:15])[CH3:16])[cH:12][cH:13]2)=[CH:5][C:6]1=[O:7].[CH:45]([Cl:46])([Cl:47])[Cl:48].[F:18][C:19]([F:20])([F:21])[C:22]([O:24][I:23]([c:25]1[cH:26][cH:27][cH:28][cH:29][cH:30]1)[O:31][C:32](=[O:33])[C:34]([F:35])([F:36])[F:37])=[O:38].[I:39]>>[CH3:1][C:2]1([CH3:17])[O:3][C:4]([c:8]2[cH:9][cH:10][c:11]([S:14](=[O:15])[CH3:16])[cH:12][cH:13]2)=[C:5]([I:23])[C:6]1=[O:7]. Reported procedure: 250 ml of an organozinc compound (1.0M THF solution) prepared from trans-4-(2-bromoethyl)-1-n-pentyl-1-silacyclohexane was dripped into a mixture of 45.5 g (0.25 mmol) of p-bromobenzonitrile, 500 mg of tetrakis (triphenylphosphine) palladium (0) and 500 ml of THF. After a conventional after treatment, they were separated by means of chromatography to obtain 49.4 g of the target product (yield 66%). Yields the product C(#N)C1=CC=C(C=C1)CC[C@@H]1CC[Si@H](CC1)CCCCC (trans-4-(2-(p-cyanophenyl)ethyl)-1-n-pentyl-1-silacyclohexane). Reagents/catalysts: [Pd].C1(=CC=CC=C1)P(C1=CC=CC=C1)C1=CC=CC=C1.C1(=CC=CC=C1)P(C1=CC=CC=C1)C1=CC=CC=C1.C1(=CC=CC=C1)P(C1=CC=CC=C1)C1=CC=CC=C1.C1(=CC=CC=C1)P(C1=CC=CC=C1)C1=CC=CC=C1 (tetrakis (triphenylphosphine) palladium (0)). The reactants are organozinc, BrCC[C@@H]1CC[Si@H](CC1)CCCCC (trans-4-(2-bromoethyl)-1-n-pentyl-1-silacyclohexane), BrC1=CC=C(C#N)C=C1 (p-bromobenzonitrile). As a reaction SMILES: Br[CH2:2][CH2:3][C@H:4]1[CH2:9][CH2:8][Si@H:7]([CH2:10][CH2:11][CH2:12][CH2:13][CH3:14])[CH2:6][CH2:5]1.Br[C:16]1[CH:23]=[CH:22][C:19]([C:20]#[N:21])=[CH:18][CH:17]=1>[Pd].C1(P(C2C=CC=CC=2)C2C=CC=CC=2)C=CC=CC=1.C1(P(C2C=CC=CC=2)C2C=CC=CC=2)C=CC=CC=1.C1(P(C2C=CC=CC=2)C2C=CC=CC=2)C=CC=CC=1.C1(P(C2C=CC=CC=2)C2C=CC=CC=2)C=CC=CC=1.C1COCC1>[C:20]([C:19]1[CH:22]=[CH:23][C:16]([CH2:2][CH2:3][C@H:4]2[CH2:9][CH2:8][Si@H:7]([CH2:10][CH2:11][CH2:12][CH2:13][CH3:14])[CH2:6][CH2:5]2)=[CH:17][CH:18]=1)#[N:21] |f:2.3.4.5.6|. Isolated yield 66.0%. Run in C1CCOC1 (THF). The reactants are ClC=1C(=CC(=C(C(=O)OC)C1)F)F (methyl 5-chloro-2,4-difluorobenzoate), OCC1CN(C1)C(=O)OC(C)(C)C (tert-butyl 3-(hydroxymethyl)azetidine-1-carboxylate), C([O-])([O-])=O.[K+].[K+] (potassium carbonate). Solvent: CN(C)C=O (DMF). Run at temperature 30 celsius, time 16 hour. Product: ClC1=C(OCC2CN(C2)C(=O)OC(C)(C)C)C=C(C(=C1)C(=O)OC)F (tert-butyl 3-((2-chloro-5-fluoro-4-(methoxycarbonyl)phenoxy)methyl)azetidine-1-carboxylate). The yield is 30.0%. Reaction SMILES: [Cl:1][C:2]1[C:3](F)=[CH:4][C:5]([F:12])=[C:6]([CH:11]=1)[C:7]([O:9][CH3:10])=[O:8].[OH:14][CH2:15][CH:16]1[CH2:19][N:18]([C:20]([O:22][C:23]([CH3:26])([CH3:25])[CH3:24])=[O:21])[CH2:17]1.C(=O)([O-])[O-].[K+].[K+]>CN(C=O)C>[Cl:1][C:2]1[CH:11]=[C:6]([C:7]([O:9][CH3:10])=[O:8])[C:5]([F:12])=[CH:4][C:3]=1[O:14][CH2:15][CH:16]1[CH2:19][N:18]([C:20]([O:22][C:23]([CH3:26])([CH3:25])[CH3:24])=[O:21])[CH2:17]1 |f:2.3.4|. Reported procedure: A mixture of methyl 5-chloro-2,4-difluorobenzoate (2.2 g, 10.7 mmol), tert-butyl 3-(hydroxymethyl)azetidine-1-carboxylate (2.0 g, 10.7 mmol) and potassium carbonate (4.43 g, 32.1 mmol) in DMF (30 mL) was stirred at 30° C. for 16 h. The mixture was quenched by water and extracted with EtOAc (50 mL×3). The combined organic layers were washed with brine, dried over anhydrous sodium sulfate, filtered and concentrated. The resulting residue was purified by silica gel column (eluting with petroleum et... Reactants: Cc1ccc(C)c(N)c1C, O=CCCl, [Na+], [Na+], O=C([O-])[O-]. Product: Cc1ccc(C)c(NCC=O)c1C. As a reaction SMILES: [CH3:1][c:2]1[c:3]([NH2:4])[c:5]([CH3:10])[cH:6][cH:7][c:8]1[CH3:9].[Cl:11][CH2:12][CH:13]=[O:14].[Na+:15].[Na+:16].[O-:17][C:18](=[O:19])[O-:20]>>[CH3:1][c:2]1[c:3]([NH:4][CH2:12][CH:13]=[O:14])[c:5]([CH3:10])[cH:6][cH:7][c:8]1[CH3:9]. Starting materials: C(C)N(CCOC1=CC(=NC(=C1)C#N)C1=NC=CC=C1)CC (4-(2-Diethylamino-ethoxy)-[2,2′]bipyridinyl-6-carbonitrile), C(=O)[O-].[NH4+] (ammonium formate), C(C)O (ethanol). Reagents/catalysts: [OH-].[Pd+2].[OH-].[Pd] (Palladium hydroxide Pd). Run in O (water). Reaction conditions: temperature 27 celsius, time 2 hour. The product is NCC1=CC(=CC(=N1)C1=NC=CC=C1)OCCN(CC)CC ([2-(6-aminomethyl-[2,2′]bipyridinyl-4-yloxy)-ethyl]diethylamine). As a reaction SMILES: [CH2:1]([N:3]([CH2:21][CH3:22])[CH2:4][CH2:5][O:6][C:7]1[CH:12]=[C:11]([C:13]#[N:14])[N:10]=[C:9]([C:15]2[CH:20]=[CH:19][CH:18]=[CH:17][N:16]=2)[CH:8]=1)[CH3:2].C([O-])=O.[NH4+].C(O)C>O.[OH-].[Pd+2].[OH-].[Pd]>[NH2:14][CH2:13][C:11]1[N:10]=[C:9]([C:15]2[CH:20]=[CH:19][CH:18]=[CH:17][N:16]=2)[CH:8]=[C:7]([O:6][CH2:5][CH2:4][N:3]([CH2:21][CH3:22])[CH2:1][CH3:2])[CH:12]=1 |f:1.2,5.6.7.8|. Procedure details: A mixture of 4-(2-Diethylamino-ethoxy)-[2,2′]bipyridinyl-6-carbonitrile (1.4 g, 5.22 mmol), Palladium hydroxide-Pd 20%-50% in water (2.25 g, excess), ammonium formate (1.65 g, excess) and ethanol (66 mL) was stirred at 27° C. for 2 hours. The reaction was then filtered thorough celite, washed with methanol (200 mL) and dichloromethane (200 mL) and the organic phase evaporated to dryness affording [2-(6-aminomethyl-[2,2′]bipyridinyl-4-yloxy)-ethyl]diethylamine as an orange oil (1.03 g, 30%, in a ... Reactants: CC(C)c1ccc(Br)cc1, C1CCOC1, Cc1c(C=O)c2c(c(C)c1NC(=O)CC(C)(C)C)CC(C)(C)O2, I, [Mg], O. The product is Cc1c2c(c(C(O)c3ccc(C(C)C)cc3)c(C)c1NC(=O)CC(C)(C)C)OC(C)(C)C2. RXN SMILES: [Br:3][c:4]1[cH:5][cH:6][c:7]([CH:10]([CH3:11])[CH3:12])[cH:8][cH:9]1.[CH2:36]1[O:37][CH2:38][CH2:39][CH2:40]1.[CH:13](=[O:14])[c:15]1[c:16]([CH3:35])[c:17]([NH:27][C:28]([CH2:29][C:30]([CH3:31])([CH3:32])[CH3:33])=[O:34])[c:18]([CH3:26])[c:19]2[c:23]1[O:22][C:21]([CH3:24])([CH3:25])[CH2:20]2.[I:2].[Mg:1].[OH2:41]>>[c:4]1([CH:13]([OH:14])[c:15]2[c:16]([CH3:35])[c:17]([NH:27][C:28]([CH2:29][C:30]([CH3:31])([CH3:32])[CH3:33])=[O:34])[c:18]([CH3:26])[c:19]3[c:23]2[O:22][C:21]([CH3:24])([CH3:25])[CH2:20]3)[cH:5][cH:6][c:7]([CH:10]([CH3:11])[CH3:12])[cH:8][cH:9]1. The reactants are CI, CN(C)C=O, O=Cc1ccc(O)cc1Cl, [H-], [Na+], O. Yields the product COc1ccc(C=O)c(Cl)c1. As a reaction SMILES: [CH3:13][I:14].[CH3:16][N:17]([CH3:18])[CH:19]=[O:20].[Cl:3][c:4]1[c:5]([CH:6]=[O:7])[cH:8][cH:9][c:10]([OH:12])[cH:11]1.[H-:1].[Na+:2].[OH2:15]>>[Cl:3][c:4]1[c:5]([CH:6]=[O:7])[cH:8][cH:9][c:10]([O:12][CH3:13])[cH:11]1. Reactants: [K] (potassium), S(=O)([O-])[O-].[Na+].[Na+] (sodium sulphite), Cl (hydrochloric acid), FC1=C(C=CC=C1F)O (2,3-difluorophenol), 20o, Cl (hydrochloric acid). Run in C1(=CC=CC=C1)C (toluene), [OH-].[Na+] (sodium hydroxide). Reaction conditions: time 8 hour. Yields the product FC1=C(O)C=CC(=C1F)O (2,3-difluorohydroquinone). As a reaction SMILES: [F:1][C:2]1[C:7]([F:8])=[CH:6][CH:5]=[CH:4][C:3]=1[OH:9].[K].Cl.S([O-])([O-])=[O:13].[Na+].[Na+]>[OH-].[Na+].C1(C)C=CC=CC=1>[F:1][C:2]1[C:7]([F:8])=[C:6]([OH:13])[CH:5]=[CH:4][C:3]=1[OH:9] |f:3.4.5,6.7,^1:9|. Procedure details: 1 mol of 2,3-difluorophenol is dissolved in 1 l of 10% sodium hydroxide solution, and a saturated aqueous solution of 1.1 mol of potassium peroxodisulphate is added dropwise over the course of 4 hours with ice cooling. During this addition, the temperature must not exceed 20o The mixture is stirred overnight at room temperature and neutralized using hydrochloric acid, and unreacted starting material is extracted with ether. 3 1 of toluene and 2 mol of sodium sulphite are added to the aqueous pha...